This data is from the Open Reaction Database (ORD), a public repository of structured organic reaction records. The task is: describe an organic reaction: reactants, conditions, products, and yield Starting materials: C(\C=C\C(=O)O)(=O)O.N1=CC(=CC=C1)N1CCNCC1 (1-(3-Pyridyl)-Piperazine Fumaric Acid Salt), N1=CC(=CC=C1)N1CCN(CC1)C(=O)OC(C)(C)C (1-(3-pyridyl)-4-tert-butoxycarbonylpiperazine), FC(C(=O)O)(F)F (trifluoroacetic acid), ClCCl (dichloromethane). Solvent: CO (methanol), C(C)OCC (diethyl ether). Yields the product C(\C=C\C(=O)O)(=O)O.C(\C=C\CCC)OC1=NC=CC=C1C1N(CCNC1)C (5-(trans-Hex-2-en-1-yl-oxy-3-Pyridyl]-4-Methyl-Piperazine Fumaric Acid Salt), C(\C=C\C(=O)O)(=O)O (fumaric acid). Reaction SMILES: [C:1]([OH:8])(=[O:7])/[CH:2]=[CH:3]/[C:4]([OH:6])=[O:5].N1C=CC=[C:11]([N:15]2[CH2:20][CH2:19][NH:18][CH2:17][CH2:16]2)C=1.[N:21]1[CH:26]=[CH:25][CH:24]=[C:23](N2CCN(C(OC(C)(C)C)=O)CC2)[CH:22]=1.F[C:41](F)(F)[C:42]([OH:44])=O.ClCCl>CO.C(OCC)C>[C:1]([OH:8])(=[O:7])/[CH:2]=[CH:3]/[C:4]([OH:6])=[O:5].[CH2:42]([O:44][C:26]1[C:25]([CH:20]2[CH2:19][NH:18][CH2:17][CH2:16][N:15]2[CH3:11])=[CH:24][CH:23]=[CH:22][N:21]=1)/[CH:41]=[CH:1]/[CH2:2][CH2:3][CH3:4].[C:1]([OH:8])(=[O:7])/[CH:2]=[CH:3]/[C:4]([OH:6])=[O:5] |f:0.1,7.8|. Reported procedure: A solution of 1-(3-pyridyl)-piperazine (0.35 g, 2.1 mmol), formic acid (1.0 g, 21.7 mmol), formaldehyde (0.64 g, 37%) and water (2 ml) was stirred at reflux for 15 hours. The mixture was evaporated and sodium hydroxide (30 ml, 1 M) was added and the product was extracted three times with ethyl acetate (15 ml). The corresponding salt was obtained by addition of a diethyl ether and methanol mixture (9:1) saturated with fumaric acid. Yield 0.21 g, 34% Mp. 144.5–145.9° C. 1-[5-(trans-Hex-2-en-1-yl-o... Starting materials: C(C)(C)(C)OC(=O)N1CCC(CC1)O (1-tert-butoxycarbonylpiperidine-4-ol), [H-].[Na+] (sodium hydride), ClCCN(C)C (2-chloro-N,N-dimethylethylamine). Run in CN(C)C=O (DMF). Run at time 5 minute. The product is C(C)(C)(C)OC(=O)N1CCC(CC1)OCCN(C)C (2-[(1-tert-butoxycarbonylpiperidine-4-yl)oxy]-N,N-dimethylethylamine). As a reaction SMILES: [C:1]([O:5][C:6]([N:8]1[CH2:13][CH2:12][CH:11]([OH:14])[CH2:10][CH2:9]1)=[O:7])([CH3:4])([CH3:3])[CH3:2].[H-].[Na+].Cl[CH2:18][CH2:19][N:20]([CH3:22])[CH3:21]>CN(C=O)C>[C:1]([O:5][C:6]([N:8]1[CH2:13][CH2:12][CH:11]([O:14][CH2:18][CH2:19][N:20]([CH3:22])[CH3:21])[CH2:10][CH2:9]1)=[O:7])([CH3:4])([CH3:2])[CH3:3] |f:1.2|. Procedure: A mixture of 1-tert-butoxycarbonylpiperidine-4-ol, sodium hydride and DMF was stirred for 5 minutes at room temperature, then 2-chloro-N,N-dimethylethylamine was added to the resultant and further stirred for 30 minutes at room temperature to give 2-[(1-tert-butoxycarbonylpiperidine-4-yl)oxy]-N,N-dimethylethylamine. A mixture of the obtained 2-[(1-tert-butoxycarbonylpiperidine-4-yl)oxy]-N,N-dimethylethylamine and 4M HCl-dioxane solution was stirred for 7 hours at room temperature to give N,N-dim... Reactants: C(C)(C)(C)OC(N[C@H](CC1=CC2=CC=CC=C2C=C1)C(N)=S)=O (((1R)-2-(2-Naphthyl)-1-thiocarbamoylethyl)carbamic acid tert-butylester), FC(C(=O)O)(F)F (trifluoroacetic acid). The solvent is C(Cl)Cl (methylene chloride). Run at time 40 minute. Yields the product N[C@@H](C(N)=S)CC1=CC2=CC=CC=C2C=C1 ((2R)-2-amino-3-(2-naphthyl)propionthioamide). Isolated yield 99.3%. As a reaction SMILES: C(OC(=O)[NH:7][C@@H:8]([C:20](=[S:22])[NH2:21])[CH2:9][C:10]1[CH:19]=[CH:18][C:17]2[C:12](=[CH:13][CH:14]=[CH:15][CH:16]=2)[CH:11]=1)(C)(C)C.FC(F)(F)C(O)=O>C(Cl)Cl>[NH2:7][C@H:8]([CH2:9][C:10]1[CH:19]=[CH:18][C:17]2[C:12](=[CH:13][CH:14]=[CH:15][CH:16]=2)[CH:11]=1)[C:20](=[S:22])[NH2:21]. Reported procedure: ((1R)-2-(2-Naphthyl)-1-thiocarbamoylethyl)carbamic acid tert-butylester (0.45 g; 1.36 mmol) was dissolved in methylene chloride (1.5 ml) and trifluoroacetic acid (1.5 ml) was added. The reaction mixture was stirred for 40 min at room temperature. The solvent was removed in vacuo and the residue was dissolved in methylene chloride. Aqueous sodium hydrogencarbonate was added until basic reaction and the aqueous phase was extracted with methylene chloride (3×15 ml). The combined organic phases were... Starting materials: Cl (hydrochloric acid), [Sb](Cl)(Cl)(Cl)(Cl)Cl (antimony-penta-chloride), [Sb](F)(F)(F)(F)F (antimony-penta-fluoride), ClC(C1=NC2=C(C=CC=C2C(=C1)Cl)C)(Cl)Cl (2-trichloromethyl-8-methyl-4-chloro-quinoline). The solvent is ClCCl (dichloromethane). Run at time 4 hour. Product: FC(C1=NC2=C(C=CC=C2C(=C1)Cl)C)(Cl)Cl (2-(Fluoro-dichloro-methyl)-8-methyl-4-chloro-quinoline). As a reaction SMILES: [Cl:1][C:2]([Cl:16])(Cl)[C:3]1[CH:12]=[C:11]([Cl:13])[C:10]2[C:5](=[C:6]([CH3:14])[CH:7]=[CH:8][CH:9]=2)[N:4]=1.[Sb](Cl)(Cl)(Cl)(Cl)Cl.[Sb](F)(F)(F)(F)[F:24].Cl>ClCCl>[F:24][C:2]([Cl:16])([Cl:1])[C:3]1[CH:12]=[C:11]([Cl:13])[C:10]2[C:5](=[C:6]([CH3:14])[CH:7]=[CH:8][CH:9]=2)[N:4]=1. Reported procedure: 3.0 g of 2-trichloromethyl-8-methyl-4-chloro-quinoline are dissolved in 45 ml of dry dichloromethane and under intense stirring 1.5 ml of antimony-penta-chloride and 1.0 ml of antimony-penta-fluoride are added by dropping at a temperature of -5° to 0° C. The mixture is stirred at this temperature for 4 hours and allowed to stand at room temperature for 48 hours. 6 ml of icy concentrated hydrochloric acid are added, the precipitate is filtered, washed with some dichloromethane, the filtrate is se...